Dataset: the Open Reaction Database (ORD), a public repository of structured organic reaction records. Task: describe an organic reaction: reactants, conditions, products, and yield Starting materials: CCOP(=O)(CP(=O)(OCC)OCC)OCC, COc1cc(COc2nn(-c3ccccc3)cc2C=O)ccc1OCc1nc(-c2ccccc2)oc1C, CN(C)C=O, [H-], [Na+], O. The product is CCOP(=O)(C=Cc1cn(-c2ccccc2)nc1OCc1ccc(OCc2nc(-c3ccccc3)oc2C)c(OC)c1)OCC. Reaction SMILES: [CH2:38]([P:39](=[O:40])([O:41][CH2:42][CH3:43])[O:44][CH2:45][CH3:46])[P:47]([O:48][CH2:49][CH3:50])([O:51][CH2:52][CH3:53])=[O:54].[CH3:1][O:2][c:3]1[cH:4][c:5]([CH2:6][O:7][c:8]2[n:9][n:10](-[c:15]3[cH:16][cH:17][cH:18][cH:19][cH:20]3)[cH:11][c:12]2[CH:13]=[O:14])[cH:21][cH:22][c:23]1[O:24][CH2:25][c:26]1[n:27][c:28](-[c:32]2[cH:33][cH:34][cH:35][cH:36][cH:37]2)[o:29][c:30]1[CH3:31].[CH3:55][N:56]([CH3:57])[CH:58]=[O:59].[H-:60].[Na+:61].[OH2:62]>>[CH3:1][O:2][c:3]1[cH:4][c:5]([CH2:6][O:7][c:8]2[n:9][n:10](-[c:15]3[cH:16][cH:17][cH:18][cH:19][cH:20]3)[cH:11][c:12]2[CH:13]=[CH:38][P:47]([O:48][CH2:49][CH3:50])([O:51][CH2:52][CH3:53])=[O:54])[cH:21][cH:22][c:23]1[O:24][CH2:25][c:26]1[n:27][c:28](-[c:32]2[cH:33][cH:34][cH:35][cH:36][cH:37]2)[o:29][c:30]1[CH3:31]. Reactants: C(CC)C1CCC(CC1)C(=O)O (4-Propyl-cyclohexanecarboxylic acid), BrCCCCO (4-bromobutan-1-ol), C1(=CC=C(C=C1)S(=O)(=O)O)C (para-toluene sulphonic acid). Solvent: C1(=CC=CC=C1)C (toluene). Product: BrCCCCOC(=O)C1CCC(CC1)CCC (4-propyl-cyclohexanecarboxylic acid 4-bromo-butyl ester). As a reaction SMILES: [CH2:1]([CH:4]1[CH2:9][CH2:8][CH:7]([C:10]([OH:12])=[O:11])[CH2:6][CH2:5]1)[CH2:2][CH3:3].[Br:13][CH2:14][CH2:15][CH2:16][CH2:17]O.C1(C)C=CC(S(O)(=O)=O)=CC=1>C1(C)C=CC=CC=1>[Br:13][CH2:14][CH2:15][CH2:16][CH2:17][O:11][C:10]([CH:7]1[CH2:8][CH2:9][CH:4]([CH2:1][CH2:2][CH3:3])[CH2:5][CH2:6]1)=[O:12]. Reported procedure: 4-Propyl-cyclohexanecarboxylic acid (10.0 g, 58.0 mmol), 4-bromobutan-1-ol (9.2 g, 60.0 mmol) and a catalytic amount of para-toluene sulphonic acid are stirred under reflux in toluene (300 ml) in a flask equipped with Dean-Stark apparatus over night. The solution is allowed to cool to room temperature, is washed with aqueous sodium carbonate and water, dried and evaporated to dryness. Purification is achieved by flash column chromatography using petrol as eluant. Evaporation of the appropriate f... Reactants: OCC1=C(C(=NC(=C1F)F)F)F (4-HYDROXYMETHYL-2,3,5,6-TETRAFLUOROPYRIDINE), O.NN (hydrazine hydrate). Run in C(C)O (ethanol). The product is OCC1=C(C(=NC(=C1F)NN)F)F ((4-hydroxymethyl-2,3,5-trifluoropyridin-6-yl)hydrazine). RXN SMILES: [OH:1][CH2:2][C:3]1[C:8]([F:9])=[C:7](F)[N:6]=[C:5]([F:11])[C:4]=1[F:12].O.[NH2:14][NH2:15]>C(O)C>[OH:1][CH2:2][C:3]1[C:8]([F:9])=[C:7]([NH:14][NH2:15])[N:6]=[C:5]([F:11])[C:4]=1[F:12] |f:1.2|. Reported procedure: To a solution of 1.0 g (0.0055 mole) of 4-hydroxymethyl-2,3,5,6-tetrafluoropyridine (from Example 5) in 50 ml of ethanol was added 0.2 g (0.004 mole) of hydrazine hydrate. This mixture was stirred for approximately twenty-four hours during which a white precipitate formed. The reaction mixture was filtered, and the filtrate was concentrated by evaporating the solvent under reduced pressure. Water and ether were added to this residue. The ether layer was separated, dried, and the solvent evaporat... The reactants are CC(C)CC(C(=O)NC1Cc2cn(c3ccccc23)CCCCCCNC1=O)C(C)C(=O)OC(C)(C)C, O=C(O)C(F)(F)F. Yields the product CC(C)CC(C(=O)NC1Cc2cn(c3ccccc23)CCCCCCNC1=O)C(C)C(=O)O. RXN SMILES: [C:1]([CH3:2])([CH3:3])([CH3:4])[O:5][C:6]([CH:7]([CH:8]([CH2:9][CH:10]([CH3:11])[CH3:12])[C:13]([NH:14][CH:15]1[C:16](=[O:34])[NH:17][CH2:18][CH2:19][CH2:20][CH2:21][CH2:22][CH2:23][n:24]2[c:25]3[cH:26][cH:27][cH:28][cH:29][c:30]3[c:31]([cH:33]2)[CH2:32]1)=[O:35])[CH3:36])=[O:37].[F:38][C:39]([F:40])([F:41])[C:42]([OH:43])=[O:44]>>[O:5]=[C:6]([CH:7]([CH:8]([CH2:9][CH:10]([CH3:11])[CH3:12])[C:13]([NH:14][CH:15]1[C:16](=[O:34])[NH:17][CH2:18][CH2:19][CH2:20][CH2:21][CH2:22][CH2:23][n:24]2[c:25]3[cH:26][cH:27][cH:28][cH:29][c:30]3[c:31]([cH:33]2)[CH2:32]1)=[O:35])[CH3:36])[OH:37]. Product: CC1(C)CC(C)(C)c2cc(Br)cc(C=O)c2O1. The reactants are CC1(C)CC(C)(C)c2cc(Br)ccc2O1, CCOCC, [Cl-], [Cl-], [Cl-], [Cl-], ClCCl, [Ti+4]. As a reaction SMILES: [Br:1][c:2]1[cH:3][c:4]2[c:9]([cH:10][cH:11]1)[O:8][C:7]([CH3:12])([CH3:13])[CH2:6][C:5]2([CH3:14])[CH3:15].[CH3:16][CH2:17][O:18][CH2:19][CH3:20].[Cl-:24].[Cl-:25].[Cl-:26].[Cl-:27].[Cl:21][CH2:22][Cl:23].[Ti+4:28]>>[Br:1][c:2]1[cH:3][c:4]2[c:9]([c:10]([CH:17]=[O:18])[cH:11]1)[O:8][C:7]([CH3:12])([CH3:13])[CH2:6][C:5]2([CH3:14])[CH3:15].